Dataset: the Open Reaction Database (ORD), a public repository of structured organic reaction records. Task: describe an organic reaction: reactants, conditions, products, and yield Reactants: O=[N+]([O-])c1cc2nc(Cl)c(Cl)nc2cc1F, [H-], N#CN, [Na+], CN(C)C=O, O. The product is N#CN=c1[nH]c2cc(F)c([N+](=O)[O-])cc2nc1Cl. As a reaction SMILES: [Cl:6][c:7]1[n:8][c:9]2[cH:10][c:11]([N+:19](=[O:20])[O-:21])[c:12]([F:18])[cH:13][c:14]2[n:15][c:16]1[Cl:17].[H-:4].[NH2:1][C:2]#[N:3].[Na+:5].[O:23]=[CH:24][N:25]([CH3:26])[CH3:27].[OH2:22]>>[N:1]#[C:2][N:3]=[c:16]1[c:7]([Cl:6])[n:8][c:9]2[cH:10][c:11]([N+:19](=[O:20])[O-:21])[c:12]([F:18])[cH:13][c:14]2[nH:15]1.